This data is from the Open Reaction Database (ORD), a public repository of structured organic reaction records. The task is: describe an organic reaction: reactants, conditions, products, and yield Reactants: ClC=1N=C(C2=C(N1)C=C(S2)C=O)N2CCOCC2 (2-Chloro-4-morpholin-4-yl-thieno[3,2-d]pyrimidine-6-carbaldehyde), [BH4-].[Na+] (NaBH4). Solvent: CO (MeOH). Reaction conditions: time 15 minute. Product: ClC=1N=C(C2=C(N1)C=C(S2)CO)N2CCOCC2 ((2-Chloro-4-morpholinothieno[3,2-d]pyrimidin-6-yl)methanol). RXN SMILES: [Cl:1][C:2]1[N:3]=[C:4]([N:13]2[CH2:18][CH2:17][O:16][CH2:15][CH2:14]2)[C:5]2[S:10][C:9]([CH:11]=[O:12])=[CH:8][C:6]=2[N:7]=1.[BH4-].[Na+]>CO>[Cl:1][C:2]1[N:3]=[C:4]([N:13]2[CH2:14][CH2:15][O:16][CH2:17][CH2:18]2)[C:5]2[S:10][C:9]([CH2:11][OH:12])=[CH:8][C:6]=2[N:7]=1 |f:1.2|. Procedure: A solution of 2-chloro-4-morpholinothieno[3,2-d]pyrimidine-6-carbaldehyde 10 (Example 3, General Procedure B-3, 1.0 g, 3.5 mmol) in MeOH (30 mL) at 0° C. was treated with NaBH4 (0.1 g, 3.5 mmol). The solution was allowed to warm to room temperature and stirred 15 min. The reaction mixture was quenched with a mixture of a saturated solution of sodium bicarbonate and water (1:1, v/v). The aqueous solution was extracted with EtOAc. The combined organic layers were dried over Na2SO4 and concentrated...